This data is from the Open Reaction Database (ORD), a public repository of structured organic reaction records. The task is: describe an organic reaction: reactants, conditions, products, and yield Starting materials: COC([C@@H](NC([C@H](NC([C@@H](NC(=O)OC(C)(C)C)CC1=CC=C(C=C1)OCC1=CC=CC=C1)=O)C)=O)CC(C)C)=O (Nα -t-butoxycarbonyl-O-benzyl-L-tyrosyl-D-alanyl-L-leucine methyl ester), C1(CCCCC1)N=C=NC1CCCCC1 (dicyclohexylcarbodiimide), FC(C(=O)O)(F)F (trifluoroacetic acid), C(C)(C)(C)OC(=O)N[C@@H](COCC1=CC=CC=C1)C(=O)O (Nα -t-butoxycarbonyl-O-benzyl-L-serine), ON1N=NC2=C1C=CC=C2 (1-hydroxybenztriazole). Run in ClCCl (dichloromethane), C(C)N(CC)CC (triethylamine). Run at time 2 day. Yields the product COC([C@@H](NC([C@H](NC([C@@H](NC([C@@H](NC(=O)OC(C)(C)C)COCC1=CC=CC=C1)=O)CC1=CC=C(C=C1)OCC1=CC=CC=C1)=O)C)=O)CC(C)C)=O (Nα -t-Butoxycarbonyl-O-benzyl-L-seryl-O-benzyl-L-tyrosyl-D-alanyl-L-leucine methyl ester). Reaction SMILES: [CH3:1][O:2][C:3](=[O:41])[C@H:4]([CH2:37][CH:38]([CH3:40])[CH3:39])[NH:5][C:6](=[O:36])[C@@H:7]([CH3:35])[NH:8][C:9](=[O:34])[C@H:10]([CH2:19][C:20]1[CH:25]=[CH:24][C:23]([O:26][CH2:27][C:28]2[CH:33]=[CH:32][CH:31]=[CH:30][CH:29]=2)=[CH:22][CH:21]=1)[NH:11]C(OC(C)(C)C)=O.FC(F)(F)C(O)=O.[C:49]([O:53][C:54]([NH:56][C@H:57]([C:67]([OH:69])=O)[CH2:58][O:59][CH2:60][C:61]1[CH:66]=[CH:65][CH:64]=[CH:63][CH:62]=1)=[O:55])([CH3:52])([CH3:51])[CH3:50].ON1C2C=CC=CC=2N=N1.C1(N=C=NC2CCCCC2)CCCCC1>C(N(CC)CC)C.ClCCl>[CH3:1][O:2][C:3](=[O:41])[C@H:4]([CH2:37][CH:38]([CH3:40])[CH3:39])[NH:5][C:6](=[O:36])[C@@H:7]([CH3:35])[NH:8][C:9](=[O:34])[C@H:10]([CH2:19][C:20]1[CH:25]=[CH:24][C:23]([O:26][CH2:27][C:28]2[CH:33]=[CH:32][CH:31]=[CH:30][CH:29]=2)=[CH:22][CH:21]=1)[NH:11][C:67](=[O:69])[C@H:57]([CH2:58][O:59][CH2:60][C:61]1[CH:62]=[CH:63][CH:64]=[CH:65][CH:66]=1)[NH:56][C:54]([O:53][C:49]([CH3:50])([CH3:51])[CH3:52])=[O:55]. Reported procedure: Nα -t-Butoxycarbonyl-O-benzyl-L-seryl-O-benzyl-L-tyrosyl-D-alanyl-L-leucine methyl ester is prepared by deprotecting 11.4 g. (20 mmol) of Nα -t-butoxycarbonyl-O-benzyl-L-tyrosyl-D-alanyl-L-leucine methyl ester with 50 ml. of trifluoroacetic acid in 40 ml. of dichloromethane at 20° C. for 12 minutes. The mixture is evaporated to dryness at 40° C. under reduced pressure and the residue twice taken into dichloromethane and evaporated to dryness followed by drying under high vacuum for 2 hours. The ... Reactants: CS(=O)(=O)Nc1ccc(C#N)cc1Sc1ccc(F)cc1F, CCOC(C)=O, [Cl-], ClCc1ccccc1, [Mg], [NH4+], C1CCOC1, O. As a reaction SMILES: [C:10](#[N:11])[c:12]1[cH:13][c:14]([S:23][c:24]2[c:25]([F:31])[cH:26][c:27]([F:30])[cH:28][cH:29]2)[c:15]([NH:16][S:17](=[O:18])(=[O:19])[CH3:20])[cH:21][cH:22]1.[CH3:40][CH2:41][O:42][C:43](=[O:44])[CH3:45].[Cl-:32].[Cl:1][CH2:2][c:3]1[cH:4][cH:5][cH:6][cH:7][cH:8]1.[Mg:9].[NH4+:33].[O:34]1[CH2:35][CH2:36][CH2:37][CH2:38]1.[OH2:39]>>[CH2:2]([c:3]1[cH:4][cH:5][cH:6][cH:7][cH:8]1)[C:10]([c:12]1[cH:13][c:14]([S:23][c:24]2[c:25]([F:31])[cH:26][c:27]([F:30])[cH:28][cH:29]2)[c:15]([NH:16][S:17](=[O:18])(=[O:19])[CH3:20])[cH:21][cH:22]1)=[O:34]. Product: CS(=O)(=O)Nc1ccc(C(=O)Cc2ccccc2)cc1Sc1ccc(F)cc1F.